This data is from the Open Reaction Database (ORD), a public repository of structured organic reaction records. The task is: describe an organic reaction: reactants, conditions, products, and yield Reactants: CC=1SC(=C(C1C(=O)NC1(CC1)C1=CC=C(C=C1)C=1N=NNN1)CC1=CC=C(C=C1)C(F)(F)F)C (2,5-dimethyl-N-{1-[4-(2H-tetrazol-5-yl)phenyl]cyclopropyl}-4-[4-(trifluoromethyl)benzyl]thiophene-3-carboxamide), [OH-].[Na+] (NaOH). Solvent: CCO (EtOH). Yields the product CC=1SC(=C(C1C(=O)NC1(CC1)C1=CC=C(C=C1)C=1N=N[N-]N1)CC1=CC=C(C=C1)C(F)(F)F)C.[Na+] (Sodium 5-(4-{1-[({2,5-dimethyl-4-[4-(trifluoromethyl)benzyl]-3-thienyl}carbonyl)amino]cyclopropyl}phenyl)tetrazol-2-ide). Reaction SMILES: [CH3:1][C:2]1[S:3][C:4]([CH3:35])=[C:5]([CH2:24][C:25]2[CH:30]=[CH:29][C:28]([C:31]([F:34])([F:33])[F:32])=[CH:27][CH:26]=2)[C:6]=1[C:7]([NH:9][C:10]1([C:13]2[CH:18]=[CH:17][C:16]([C:19]3[N:20]=[N:21][NH:22][N:23]=3)=[CH:15][CH:14]=2)[CH2:12][CH2:11]1)=[O:8].[OH-].[Na+:37]>CCO>[CH3:1][C:2]1[S:3][C:4]([CH3:35])=[C:5]([CH2:24][C:25]2[CH:26]=[CH:27][C:28]([C:31]([F:34])([F:32])[F:33])=[CH:29][CH:30]=2)[C:6]=1[C:7]([NH:9][C:10]1([C:13]2[CH:18]=[CH:17][C:16]([C:19]3[N:20]=[N:21][N-:22][N:23]=3)=[CH:15][CH:14]=2)[CH2:11][CH2:12]1)=[O:8].[Na+:37] |f:1.2,4.5|. Procedure: A suspension of 2,5-dimethyl-N-{1-[4-(2H-tetrazol-5-yl)phenyl]cyclopropyl}-4-[4-(trifluoromethyl)benzyl]thiophene-3-carboxamide from Example 14, Step 3 (150 mg, 0.301 mmol) in EtOH (3 mL), was treated with NaOH (1.0N in water, 301 μL, 0.301 mmol). The solution then obtained was concentrated to dryness. Water (20 mL) was added to the residue. The turbid solution was frozen in a bath of dry ice and acetone and lyophilized to afford the desired product as an off-white fluffy solid. MS (−APCI): m/z ... The reactants are C(C)(C)C1(OCCO1)CCOS(=O)(=O)C (methanesulfonic acid 2-(2-isopropyl-[1,3]dioxolan-2-yl)-ethyl ester), BrC1=CC=C(C=C1)[C@H](C)N ((S)-1-(4-bromophenyl)ethanamine), C(=O)([O-])[O-].[K+].[K+] (K2CO3). The solvent is CC#N (CH3CN). Yields the product BrC1=CC=C(C=C1)[C@H](C)NCCC1(OCCO1)C(C)C ([(S)-1-(4-bromophenyl)-ethyl]-[2-(2-isopropyl-[1,3]dioxolan-2-yl)-ethyl]-amine). The yield is 38.0%. As a reaction SMILES: [CH:1]([C:4]1([CH2:9][CH2:10]OS(C)(=O)=O)[O:8][CH2:7][CH2:6][O:5]1)([CH3:3])[CH3:2].[Br:16][C:17]1[CH:22]=[CH:21][C:20]([C@@H:23]([NH2:25])[CH3:24])=[CH:19][CH:18]=1.C([O-])([O-])=O.[K+].[K+]>CC#N>[Br:16][C:17]1[CH:22]=[CH:21][C:20]([C@@H:23]([NH:25][CH2:10][CH2:9][C:4]2([CH:1]([CH3:2])[CH3:3])[O:5][CH2:6][CH2:7][O:8]2)[CH3:24])=[CH:19][CH:18]=1 |f:2.3.4|. Procedure: To a solution of methanesulfonic acid 2-(2-isopropyl-[1,3]dioxolan-2-yl)-ethyl ester (12 g, 50 mmol) and (S)-1-(4-bromophenyl)ethanamine (19.9 g, 100 mmol) in CH3CN (250 mL) was added K2CO3 (8 g, 58 mmol), and the mixture was refluxed for 10 h. The solution was filtered, and the filtrate was concentrated to afford the crude product, which was purified by column chromatography to give [(S)-1-(4-bromophenyl)-ethyl]-[2-(2-isopropyl-[1,3]dioxolan-2-yl)-ethyl]-amine (6.5 g, 38%). The reactants are Fc1ccc(-c2nc3[nH]nc(Br)c3c(-c3ccc(F)cc3)c2-c2ccncc2)cc1, NCCN, CN1CCCC1=O, N#C[Cu]C#N. Reaction SMILES: [Br:1][c:2]1[n:3][nH:4][c:5]2[n:6][c:7](-[c:24]3[cH:25][cH:26][c:27]([F:30])[cH:28][cH:29]3)[c:8](-[c:18]3[cH:19][cH:20][n:21][cH:22][cH:23]3)[c:9](-[c:11]3[cH:12][cH:13][c:14]([F:17])[cH:15][cH:16]3)[c:10]12.[CH2:36]([NH2:37])[CH2:38][NH2:39].[CH3:40][N:41]1[CH2:42][CH2:43][CH2:44][C:45]1=[O:46].[Cu:31]([C:32]#[N:33])[C:34]#[N:35]>>[c:2]1([C:32]#[N:33])[n:3][nH:4][c:5]2[n:6][c:7](-[c:24]3[cH:25][cH:26][c:27]([F:30])[cH:28][cH:29]3)[c:8](-[c:18]3[cH:19][cH:20][n:21][cH:22][cH:23]3)[c:9](-[c:11]3[cH:12][cH:13][c:14]([F:17])[cH:15][cH:16]3)[c:10]12. Yields the product N#Cc1n[nH]c2nc(-c3ccc(F)cc3)c(-c3ccncc3)c(-c3ccc(F)cc3)c12. Starting materials: resultant solution, CN[C@H]1[C@@H](CCCC1)NC (rac-trans-N,N′-dimethylcyclohexane-1,2-diamine), FC(C=1C=C(CNC(=O)C=2C=3C=NNC3C=CC2)C=CC1)(F)F (1H-indazole-4-carboxylic acid 3-trifluoromethyl-benzylamide), C([O-])([O-])=O.[K+].[K+] (potassium carbonate), FC1=CC=C(C=C1)I (4-fluoroiodobenzene). The reagents and catalysts are [Cu]I (copper(I) iodide). Solvent: O (water), C(C)(=O)OCC (ethyl acetate). Run at temperature 120 celsius, time 3 hour. Product: FC(C=1C=C(CNC(=O)C=2C=3C=NN(C3C=CC2)C2=CC=C(C=C2)F)C=CC1)(F)F (1-(4-Fluorophenyl)-1H-indazole-4-carboxylic acid 3-trifluoromethyl-benzylamide). RXN SMILES: [F:1][C:2]([F:23])([F:22])[C:3]1[CH:4]=[C:5]([CH:19]=[CH:20][CH:21]=1)[CH2:6][NH:7][C:8]([C:10]1[C:11]2[CH:12]=[N:13][NH:14][C:15]=2[CH:16]=[CH:17][CH:18]=1)=[O:9].C(=O)([O-])[O-].[K+].[K+].[F:30][C:31]1[CH:36]=[CH:35][C:34](I)=[CH:33][CH:32]=1.CN[C@@H]1CCCC[C@H]1NC>O.C(OCC)(=O)C.[Cu]I>[F:23][C:2]([F:1])([F:22])[C:3]1[CH:4]=[C:5]([CH:19]=[CH:20][CH:21]=1)[CH2:6][NH:7][C:8]([C:10]1[C:11]2[CH:12]=[N:13][N:14]([C:34]3[CH:35]=[CH:36][C:31]([F:30])=[CH:32][CH:33]=3)[C:15]=2[CH:16]=[CH:17][CH:18]=1)=[O:9] |f:1.2.3|. Procedure: A mixture of 1H-indazole-4-carboxylic acid 3-trifluoromethyl-benzylamide (1.1 g, 3.4 mmol), copper(I) iodide (0.005 g, 0.02 mmol), potassium carbonate (0.04 g, 0.3 mmol) and 4-fluoroiodobenzene (0.04 g, 0.2 mmol) were charged in a sealed tube at room temperature. The tube was evacuated and back-filled with argon. The solids were dissolved in DMF (6 mL) and the resultant solution was treated with rac-trans-N,N′-dimethylcyclohexane-1,2-diamine (0.005 g, 0.04 mmol). The solution was stirred at 120°... Reactants: Cc1cc(O)cc(C)c1-c1ccc(C(F)(F)F)cc1, COC(=O)c1ccc(C(C)(C)CO)s1, Cc1ccccc1, CO, O=C(N=NC(=O)N1CCCCC1)N1CCCCC1, c1ccc(P(c2ccccc2)c2ccccc2)cc1. The product is COC(=O)c1ccc(C(C)(C)COc2cc(C)c(-c3ccc(C(F)(F)F)cc3)c(C)c2)s1. RXN SMILES: [CH3:15][c:16]1[c:17](-[c:24]2[cH:25][cH:26][c:27]([C:30]([F:31])([F:32])[F:33])[cH:28][cH:29]2)[c:18]([CH3:23])[cH:19][c:20]([OH:22])[cH:21]1.[CH3:1][O:2][C:3](=[O:4])[c:5]1[s:6][c:7]([C:10]([CH2:11][OH:12])([CH3:13])[CH3:14])[cH:8][cH:9]1.[CH3:71][c:72]1[cH:73][cH:74][cH:75][cH:76][cH:77]1.[CH3:78][OH:79].[N:53]([C:54]([N:55]1[CH2:56][CH2:57][CH2:58][CH2:59][CH2:60]1)=[O:61])=[N:62][C:63]([N:64]1[CH2:65][CH2:66][CH2:67][CH2:68][CH2:69]1)=[O:70].[c:34]1([P:35]([c:36]2[cH:37][cH:38][cH:39][cH:40][cH:41]2)[c:42]2[cH:43][cH:44][cH:45][cH:46][cH:47]2)[cH:48][cH:49][cH:50][cH:51][cH:52]1>>[CH3:1][O:2][C:3](=[O:4])[c:5]1[s:6][c:7]([C:10]([CH2:11][O:12][c:20]2[cH:19][c:18]([CH3:23])[c:17](-[c:24]3[cH:25][cH:26][c:27]([C:30]([F:31])([F:32])[F:33])[cH:28][cH:29]3)[c:16]([CH3:15])[cH:21]2)([CH3:13])[CH3:14])[cH:8][cH:9]1.